Dataset: the Open Reaction Database (ORD), a public repository of structured organic reaction records. Task: describe an organic reaction: reactants, conditions, products, and yield The reactants are BrCC(C=1C(=CC=CC1)C(=O)O)CBr (α,α-dibromomethyl-o-toluic acid), CNN (methylhydrazine). The solvent is C(C)O (ethanol). The product is CN1C(C2=CC=CC=C2C=N1)=O (2-methyl-1-phthalazinone). Isolated yield 74.9%. As a reaction SMILES: BrC[CH:3](CBr)[C:4]1[C:5]([C:10]([OH:12])=O)=[CH:6][CH:7]=[CH:8][CH:9]=1.[CH3:15][NH:16][NH2:17]>C(O)C>[CH3:15][N:16]1[N:17]=[CH:3][C:4]2[C:5](=[CH:6][CH:7]=[CH:8][CH:9]=2)[C:10]1=[O:12]. Procedure: A solution of 29.4 g (0.1 mole) of α,α-dibromomethyl-o-toluic acid and 14.7 g (0.32 mole) of methylhydrazine in 100 ml of ethanol was heated under reflux for 3 hours. The solvent was evaporated under reduced pressure, and the residue recrystalized from ethanol to give 12.0 g (yield: 75%) of 2-methyl-1-phthalazinone having a melting point of 111°-112° C. Starting materials: Cl.C(C)N(CCCCOC1=CC=C(C=C1)C(=C(Cl)C1=CC=CC=C1)C1=CC=CC=C1)CC (1-[4-(4-diethylaminobutoxy)phenyl]-1,2-diphenyl-2-chloro-ethylene hydrochloride salt). The solvent is O1CCCC1 (tetrahydrofuran). Run at time 1 hour. Product: Cl.C(C)N(CCCCOC1=CC=C(C=C1)\C(=C(\Cl)/C1=CC=CC=C1)\C1=CC=CC=C1)CC ((E)-1-[4-(4-diethylaminobutoxy)phenyl]-1,2-diphenyl-2-chloro-ethylene hydrochloride salt). Reaction SMILES: Cl.[CH2:2]([N:4]([CH2:31][CH3:32])[CH2:5][CH2:6][CH2:7][CH2:8][O:9][C:10]1[CH:15]=[CH:14][C:13]([C:16]([C:25]2[CH:30]=[CH:29][CH:28]=[CH:27][CH:26]=2)=[C:17]([C:19]2[CH:24]=[CH:23][CH:22]=[CH:21][CH:20]=2)[Cl:18])=[CH:12][CH:11]=1)[CH3:3]>O1CCCC1>[ClH:18].[CH2:31]([N:4]([CH2:2][CH3:3])[CH2:5][CH2:6][CH2:7][CH2:8][O:9][C:10]1[CH:15]=[CH:14][C:13](/[C:16](/[C:25]2[CH:30]=[CH:29][CH:28]=[CH:27][CH:26]=2)=[C:17](\[C:19]2[CH:20]=[CH:21][CH:22]=[CH:23][CH:24]=2)/[Cl:18])=[CH:12][CH:11]=1)[CH3:32] |f:0.1,3.4|. Procedure details: Combine (E and Z)-1-[4-(4-diethylaminobutoxy)phenyl]-1,2-diphenyl-2-chloro-ethylene hydrochloride salt (0.45 mol) and tetrahydrofuran (2 L). Heat to reflux. After 1 hour, cool to ambient temperature to give a solid. Collect the solid by filtration, rinse with tetrahydrofuran, and dry. Combine the solid and tetrahydrofuran (420 mL) and heat to reflux. After 24 hours, filter the mixture while hot, rinse with tetrahydrofuran, and dry to give (E)-1-[4-(4-diethylaminobutoxy)phenyl]-1,2-diphenyl-2-chl... The reactants are O (water), ClC1=CC=C(C=C1)C(O)(C=1C=NC=CC1)C=1C=C2C(=C(C(=NC2=CC1)Cl)C1=CC=CC=C1)Cl ((4-Chlorophenyl)(2,4-dichloro-3-phenylquinolin-6-yl)(pyridin-3-yl)methanol), CC1(OB(OC1(C)C)C=1C=NC=CC1)C (3-(4,4,5,5-tetramethyl-1,3,2-dioxaborolan-2-yl)pyridine), C(=O)([O-])[O-].[K+].[K+] (K2CO3). The reagents and catalysts are C1=CC=C(C=C1)P([C-]2C=CC=C2)C3=CC=CC=C3.C1=CC=C(C=C1)P([C-]2C=CC=C2)C3=CC=CC=C3.Cl[Pd]Cl.[Fe+2] (PdCl2(dppf)). Solvent: O1CCOCC1 (dioxane), CCOC(=O)C (EtOAc). Run at temperature 70 celsius, time 3 hour. The product is ClC1=C(C(=NC2=CC=C(C=C12)C(O)(C=1C=NC=CC1)C1=CC=C(C=C1)Cl)C=1C=NC=CC1)C1=CC=CC=C1 ((4-Chloro-3-phenyl-2-(pyridin-3-yl)quinolin-6-yl)(4-chlorophenyl)(pyridin-3-yl)methanol). As a reaction SMILES: [Cl:1][C:2]1[CH:7]=[CH:6][C:5]([C:8]([C:16]2[CH:17]=[C:18]3[C:23](=[CH:24][CH:25]=2)[N:22]=[C:21](Cl)[C:20]([C:27]2[CH:32]=[CH:31][CH:30]=[CH:29][CH:28]=2)=[C:19]3[Cl:33])([C:10]2[CH:11]=[N:12][CH:13]=[CH:14][CH:15]=2)[OH:9])=[CH:4][CH:3]=1.CC1(C)C(C)(C)OB([C:42]2[CH:43]=[N:44][CH:45]=[CH:46][CH:47]=2)O1.C([O-])([O-])=O.[K+].[K+].O>O1CCOCC1.CCOC(C)=O.C1C=CC(P(C2C=CC=CC=2)[C-]2C=CC=C2)=CC=1.C1C=CC(P(C2C=CC=CC=2)[C-]2C=CC=C2)=CC=1.Cl[Pd]Cl.[Fe+2]>[Cl:33][C:19]1[C:18]2[C:23](=[CH:24][CH:25]=[C:16]([C:8]([C:5]3[CH:6]=[CH:7][C:2]([Cl:1])=[CH:3][CH:4]=3)([C:10]3[CH:11]=[N:12][CH:13]=[CH:14][CH:15]=3)[OH:9])[CH:17]=2)[N:22]=[C:21]([C:42]2[CH:43]=[N:44][CH:45]=[CH:46][CH:47]=2)[C:20]=1[C:27]1[CH:28]=[CH:29][CH:30]=[CH:31][CH:32]=1 |f:2.3.4,8.9.10.11|. Procedure details: A mixture of (4-chlorophenyl)(2,4-dichloro-3-phenylquinolin-6-yl)(pyridin-3-yl)methanol (75 mg, 0.15 mmol, Example 17), 3-(4,4,5,5-tetramethyl-1,3,2-dioxaborolan-2-yl)pyridine (37 mg, 0.18 mmol), PdCl2(dppf) (11 mg, 0.015 mmol) and K2CO3 (42 mg, 0.30 mmol) in 10 mL of dioxane was combined with 2 mL of water and heated to 70° C. After 3 hours, the reaction mixture was cooled to room temperature, diluted with EtOAc, and washed with water. The organic phase was dried over Na2SO4, filtered and conce... Reactants: COc1ccc(P2(=S)SP(=S)(c3ccc(OC)cc3)S2)cc1, ClC(Cl)Cl, CC1(C)Oc2cc(NS(C)(=O)=O)ccc2N(c2ccc(F)cc2)C1=O, C1COCCO1. Yields the product CC1(C)Oc2cc(NS(C)(=O)=O)ccc2N(c2ccc(F)cc2)C1=S. Reaction SMILES: [CH3:26][O:27][c:28]1[cH:29][cH:30][c:31]([P:32]2(=[S:35])[S:33][P:34]([c:36]3[cH:37][cH:38][c:39]([O:40][CH3:41])[cH:42][cH:43]3)(=[S:44])[S:45]2)[cH:46][cH:47]1.[CH:54]([Cl:55])([Cl:56])[Cl:57].[F:1][c:2]1[cH:3][cH:4][c:5]([N:8]2[C:9](=[O:25])[C:10]([CH3:23])([CH3:24])[O:11][c:12]3[c:13]2[cH:14][cH:15][c:16]([NH:18][S:19](=[O:20])(=[O:21])[CH3:22])[cH:17]3)[cH:6][cH:7]1.[O:48]1[CH2:49][CH2:50][O:51][CH2:52][CH2:53]1>>[F:1][c:2]1[cH:3][cH:4][c:5]([N:8]2[C:9](=[S:35])[C:10]([CH3:23])([CH3:24])[O:11][c:12]3[c:13]2[cH:14][cH:15][c:16]([NH:18][S:19](=[O:20])(=[O:21])[CH3:22])[cH:17]3)[cH:6][cH:7]1. Reactants: C=1N=CN2C1C=CC=C2 (Imidazo[3,4-a]pyridine), CCOCC (ether), C1(=CC=CC=C1)C1=CC=C(C(CBr)=O)C=C1 (p-phenylphenacyl bromide). Run in O1CCCC1 (tetrahydrofuran). Conditions: time 4 day. Yields the product [Br-].C1(=CC=CC=C1)C1=CC=C(C(=O)C[N+]2=CN3C(C=CC=C3)=C2)C=C1 (2-(4-Phenylbenzoylmethyl)imidazo [3,4-a]pyridinium Bromide). As a reaction SMILES: [CH:1]1[N:2]=[CH:3][N:4]2[CH:9]=[CH:8][CH:7]=[CH:6][C:5]=12.CCOCC.[C:15]1([C:21]2[CH:30]=[CH:29][C:24]([C:25](=[O:28])[CH2:26][Br:27])=[CH:23][CH:22]=2)[CH:20]=[CH:19][CH:18]=[CH:17][CH:16]=1>O1CCCC1>[Br-:27].[C:15]1([C:21]2[CH:22]=[CH:23][C:24]([C:25]([CH2:26][N+:2]3[CH:1]=[C:5]4[CH:6]=[CH:7][CH:8]=[CH:9][N:4]4[CH:3]=3)=[O:28])=[CH:29][CH:30]=2)[CH:16]=[CH:17][CH:18]=[CH:19][CH:20]=1 |f:4.5|. Procedure: Imidazo[3,4-a]pyridine (7.1 g., 60 mmoles), dissolved in 150 ml. of ether, was mixed with p-phenylphenacyl bromide dissolved in 100 ml. of tetrahydrofuran and stirred for 4 hours at room temperature. A first crop of crystalline 2-(4-phenylbenzoylmethyl)imidazo[3,4-a]pyridinium bromide [7.8 g., m.p. 258°-260° C. (dec.)] was recovered by filtration. After standing four days at room temperature, a second crop of crystallized product [9.5 g., m.p. 262°-264° C. (dec.)] was recovered from the filtrate... Reactants: [Br-], [Br-], C1CCCCC1, CC#N, c1ccc(P(c2ccccc2)c2ccccc2)cc1, OCCc1coc2ccccc12. The product is BrCCc1coc2ccccc12. As a reaction SMILES: [Br-:1].[Br-:2].[CH2:37]1[CH2:38][CH2:39][CH2:40][CH2:41][CH2:42]1.[CH3:22][C:23]#[N:24].[c:3]1([P:4]([c:5]2[cH:6][cH:7][cH:8][cH:9][cH:10]2)[c:11]2[cH:12][cH:13][cH:14][cH:15][cH:16]2)[cH:17][cH:18][cH:19][cH:20][cH:21]1.[o:25]1[cH:26][c:27]([CH2:34][CH2:35][OH:36])[c:28]2[c:29]1[cH:30][cH:31][cH:32][cH:33]2>>[Br:1][CH2:35][CH2:34][c:27]1[cH:26][o:25][c:29]2[c:28]1[cH:33][cH:32][cH:31][cH:30]2. The reactants are [H][H] (hydrogen), N([C@@H](CC1=CC=C(C=C1)OC(C)(C)C)C(=O)NCC(=O)OCC)C(=O)OCC1=CC=CC=C1 (Z-Tyr(But)-Gly-OEt), Cl (HCl). Reagents/catalysts: Pd on-charcoal. The solvent is CO (methanol). Yields the product N[C@@H](CC1=CC=C(C=C1)OC(C)(C)C)C(=O)NCC(=O)OCC.Cl (H-Tyr(But)-Gly-OEt.HCl). RXN SMILES: [NH:1](C(OCC1C=CC=CC=1)=O)[C@H:2]([C:15]([NH:17][CH2:18][C:19]([O:21][CH2:22][CH3:23])=[O:20])=[O:16])[CH2:3][C:4]1[CH:9]=[CH:8][C:7]([O:10][C:11]([CH3:14])([CH3:13])[CH3:12])=[CH:6][CH:5]=1.[H][H].[ClH:36]>CO>[NH2:1][C@H:2]([C:15]([NH:17][CH2:18][C:19]([O:21][CH2:22][CH3:23])=[O:20])=[O:16])[CH2:3][C:4]1[CH:9]=[CH:8][C:7]([O:10][C:11]([CH3:14])([CH3:13])[CH3:12])=[CH:6][CH:5]=1.[ClH:36] |f:4.5|. Procedure: 19.78 g (43 mmoles) of Z-Tyr(But)-Gly-OEt are dissolved in 200 ml of methanol. A Pd-on-charcoal catalyst is added to this solution and hydrogen is passed through the solution while stirring and adding approx. 2N methanolic HCL at pH 4.5 (autotitrator), until no further methanolic HCl is taken up. The catalyst is then filtered off and the filtrate is concentrated. The residue is stirred with ether and suction-drained. Yield 14.87 g (93.7%), melting point 140°-142°, [α]D22 =+30.9° (c=1, methanol).